From a dataset of the Open Reaction Database (ORD), a public repository of structured organic reaction records. describe an organic reaction: reactants, conditions, products, and yield The reactants are Oc1ccc(Br)cc1F, BrCc1ccccc1, CC(C)=O, CCOC(C)=O, [K+], [K+], O=C([O-])[O-], O. The product is Fc1cc(Br)ccc1OCc1ccccc1. RXN SMILES: [Br:15][c:16]1[cH:17][c:18]([F:23])[c:19]([OH:22])[cH:20][cH:21]1.[Br:1][CH2:2][c:3]1[cH:4][cH:5][cH:6][cH:7][cH:8]1.[CH3:25][C:26](=[O:27])[CH3:28].[CH3:29][CH2:30][O:31][C:32]([CH3:33])=[O:34].[K+:10].[K+:9].[O-:11][C:12]([O-:13])=[O:14].[OH2:24]>>[CH2:2]([c:3]1[cH:4][cH:5][cH:6][cH:7][cH:8]1)[O:22][c:19]1[c:18]([F:23])[cH:17][c:16]([Br:15])[cH:21][cH:20]1.